This data is from the Open Reaction Database (ORD), a public repository of structured organic reaction records. The task is: describe an organic reaction: reactants, conditions, products, and yield The reactants are C(CC(=O)OC)(=O)OC (dimethyl malonate), [H-].[Na+] (NaH), ClC1=C(C=C(C=C1)OC)[N+](=O)[O-] (1-chloro-4-methoxy-2-nitro-benzene). The reagents and catalysts are [Fe] (iron). Yields the product COC1=CC=C2CC(NC2=C1)=O (6-methoxy-1,3-dihydro-indol-2-one). Isolated yield 18.4%. RXN SMILES: Cl[C:2]1[CH:7]=[CH:6][C:5]([O:8][CH3:9])=[CH:4][C:3]=1[N+:10]([O-])=O.C(OC)(=O)[CH2:14][C:15](OC)=[O:16].[H-].[Na+]>[Fe]>[CH3:9][O:8][C:5]1[CH:4]=[C:3]2[C:2]([CH2:14][C:15](=[O:16])[NH:10]2)=[CH:7][CH:6]=1 |f:2.3|. Procedure details: In a manner similar to the method described in example 167a, 1-chloro-4-methoxy-2-nitro-benzene (19 g, 0.1 mol) was reacted with dimethyl malonate (16 g, 0.2 mol), NaH and iron power to give 6-methoxy-1,3-dihydro-indol-2-one (3 g, 18%). The yield is 73.5%. Reaction conditions: time 18 hour. Yields the product OCC=1C=C(C#N)C=C(N1)C (2-(hydroxymethyl)-6-methylisonicotinonitrile). RXN SMILES: FC(F)(F)C([O:5][CH2:6][C:7]1[CH:12]=[C:11]([C:13]#[N:14])[CH:10]=[C:9]([CH3:15])[N:8]=1)=O.C([O-])(O)=O.[Na+].CCOC(C)=O>C1COCC1>[OH:5][CH2:6][C:7]1[CH:12]=[C:11]([CH:10]=[C:9]([CH3:15])[N:8]=1)[C:13]#[N:14] |f:1.2|. Reported procedure: To a stirring solution of 1.20 g of (4-cyano-6-methylpyridin-2-yl)methyl 2,2,2-trifluoroacetate in 7 mL of THF was added 7% NaHCO3 (aqueous) solution to pH=8. The mixture was stirred at r.t. for 18 h, and EtOAc was added. The aqueous layer was extracted with EtOAc, and the combined extracts were washed with brine, dried over Na2SO4, filtered, and concentrated. Purification by flash silica gel chromatography (1 to 6) % MeOH/CHCl3 provided 535 mg of 2-(hydroxymethyl)-6-methylisonicotinonitrile in ... The reactants are FC(C(=O)OCC1=NC(=CC(=C1)C#N)C)(F)F ((4-cyano-6-methylpyridin-2-yl)methyl 2,2,2-trifluoroacetate), C(=O)(O)[O-].[Na+] (NaHCO3), CCOC(=O)C (EtOAc). The solvent is C1CCOC1 (THF).